This data is from the Open Reaction Database (ORD), a public repository of structured organic reaction records. The task is: describe an organic reaction: reactants, conditions, products, and yield Isolated yield 100.1%. Run in CO (MeOH). Reaction SMILES: C1(COC([NH:11][CH2:12][CH2:13][C:14]2[O:15][C:16]([C:25]3[CH:30]=[CH:29][C:28]([S:31]([NH2:34])(=[O:33])=[O:32])=[CH:27][CH:26]=3)=[C:17]([C:19]3[CH:24]=[CH:23][CH:22]=[CH:21][CH:20]=3)[N:18]=2)=O)C=CC=CC=1.C(O)(=O)C>CO.[Pd]>[NH2:11][CH2:12][CH2:13][C:14]1[O:15][C:16]([C:25]2[CH:30]=[CH:29][C:28]([S:31]([NH2:34])(=[O:33])=[O:32])=[CH:27][CH:26]=2)=[C:17]([C:19]2[CH:20]=[CH:21][CH:22]=[CH:23][CH:24]=2)[N:18]=1. Reagents/catalysts: [Pd] (Pd on carbon). Procedure: A solution of 4-[2-[2-(N-phenylmethoxycarbonylamino)ethyl]-4-phenyl-oxazol-5-yl]benzenesulfonamide (Step 1) (0.75 g, 1.6 mmol) in MeOH (15 mL) containing acetic acid (0.1 mL) was treated with 10% Pd on carbon (0.35 g) and stirred under an atmosphere of hydrogen at 50 psi at room temperature for 2.5 h. The catalyst was removed by filtration, and the filtrate was concentrated under reduced pressure to afford a white powder which was purified by reverse-phase HPLC using a gradient of 10–90% CH3CN i... Reaction conditions: time 2.5 hour. Reactants: C1(=CC=CC=C1)COC(=O)NCCC=1OC(=C(N1)C1=CC=CC=C1)C1=CC=C(C=C1)S(=O)(=O)N (4-[2-[2-(N-phenylmethoxycarbonylamino)ethyl]-4-phenyl-oxazol-5-yl]benzenesulfonamide), C(C)(=O)O (acetic acid). Product: NCCC=1OC(=C(N1)C1=CC=CC=C1)C1=CC=C(C=C1)S(=O)(=O)N (4-[2-(2-aminoethyl)-4-phenyloxazol-5-yl]benzenesulfonamide). The reactants are Cc1ccccc1, Cc1cc(CBr)ccc1F, [K+], O=C1CCCCCO1, [OH-], O. The product is Cc1cc(COCCCCCC(=O)O)ccc1F. Reaction SMILES: [CH3:21][c:22]1[cH:23][cH:24][cH:25][cH:26][cH:27]1.[F:9][c:10]1[c:11]([CH3:18])[cH:12][c:13]([CH2:14][Br:15])[cH:16][cH:17]1.[K+:20].[O:1]=[C:2]1[CH2:3][CH2:4][CH2:5][CH2:6][CH2:7][O:8]1.[OH-:19].[OH2:28]>>[O:1]=[C:2]([CH2:3][CH2:4][CH2:5][CH2:6][CH2:7][O:19][CH2:14][c:13]1[cH:12][c:11]([CH3:18])[c:10]([F:9])[cH:17][cH:16]1)[OH:8]. Starting materials: CC(C)(C)OC(=O)c1ccc(CCc2ccccc2)cc1NC(=O)c1cc(Cl)cc(Cl)c1, O=C(O)C(F)(F)F. Reaction SMILES: [Cl:1][c:2]1[cH:3][c:4]([C:5](=[O:6])[NH:7][c:8]2[c:9]([C:10](=[O:11])[O:12][C:13]([CH3:14])([CH3:15])[CH3:16])[cH:17][cH:18][c:19]([CH2:21][CH2:22][c:23]3[cH:24][cH:25][cH:26][cH:27][cH:28]3)[cH:20]2)[cH:29][c:30]([Cl:32])[cH:31]1.[OH:33][C:34]([C:35]([F:36])([F:37])[F:38])=[O:39]>>[Cl:1][c:2]1[cH:3][c:4]([C:5](=[O:6])[NH:7][c:8]2[c:9]([C:10](=[O:11])[OH:12])[cH:17][cH:18][c:19]([CH2:21][CH2:22][c:23]3[cH:24][cH:25][cH:26][cH:27][cH:28]3)[cH:20]2)[cH:29][c:30]([Cl:32])[cH:31]1. Yields the product O=C(Nc1cc(CCc2ccccc2)ccc1C(=O)O)c1cc(Cl)cc(Cl)c1. Starting materials: CN1CCC(CC1)(C1=CC=CC=C1)OC1=C(C=CC=C1)[N+](=O)[O-] (1-methyl-4-(2-nitrophenoxy)-4-phenylpiperidine), [H][H] (hydrogen). Run in CO (methanol). The product is NC1=C(OC2(CCN(CC2)C)C2=CC=CC=C2)C=CC=C1 (4-(2-Aminophenoxy)-1-methyl-4-phenylpiperidine). The yield is 77.8%. Reaction SMILES: [CH3:1][N:2]1[CH2:7][CH2:6][C:5]([O:14][C:15]2[CH:20]=[CH:19][CH:18]=[CH:17][C:16]=2[N+:21]([O-])=O)([C:8]2[CH:13]=[CH:12][CH:11]=[CH:10][CH:9]=2)[CH2:4][CH2:3]1.[H][H]>CO>[NH2:21][C:16]1[CH:17]=[CH:18][CH:19]=[CH:20][C:15]=1[O:14][C:5]1([C:8]2[CH:9]=[CH:10][CH:11]=[CH:12][CH:13]=2)[CH2:6][CH2:7][N:2]([CH3:1])[CH2:3][CH2:4]1. Procedure: A solution of 1-methyl-4-(2-nitrophenoxy)-4-phenylpiperidine (6.4 g) in methanol (200 ml) was hydrogenated at atmospheric pressure and ambient temperature until the theoretical uptake of hydrogen had occurred (about 2 hours). The catalyst was removed by filtration, the solvent removed under reduced pressure and the residue recrystallised twice from IPE to give the title compound (4.5 g) m.p. 129°-30°. Starting materials: C(C)OC(CCCC(=O)N(C=1C=NC=CC1)CC=1C=C(C(=O)OCC[Si](C)(C)C)C=CC1)=O (2-(trimethylsilyl)ethyl 3-{[(5-ethoxy-5-oxopentanoyl)(pyridin-3-yl)amino]methyl}benzoate), CCCC[N+](CCCC)(CCCC)CCCC.[F-] (TBAF). The product is C(C)OC(CCCC(=O)N(C=1C=NC=CC1)CC=1C=C(C(=O)O)C=CC1)=O (3-{[(5-ethoxy-5-oxopentanoyl)(pyridin-3-yl)amino]methyl}benzoic acid). The yield is 54.2%. RXN SMILES: [CH2:1]([O:3][C:4](=[O:33])[CH2:5][CH2:6][CH2:7][C:8]([N:10]([CH2:17][C:18]1[CH:19]=[C:20]([CH:30]=[CH:31][CH:32]=1)[C:21]([O:23]CC[Si](C)(C)C)=[O:22])[C:11]1[CH:12]=[N:13][CH:14]=[CH:15][CH:16]=1)=[O:9])[CH3:2].CCCC[N+](CCCC)(CCCC)CCCC.[F-]>>[CH2:1]([O:3][C:4](=[O:33])[CH2:5][CH2:6][CH2:7][C:8]([N:10]([CH2:17][C:18]1[CH:19]=[C:20]([CH:30]=[CH:31][CH:32]=1)[C:21]([OH:23])=[O:22])[C:11]1[CH:12]=[N:13][CH:14]=[CH:15][CH:16]=1)=[O:9])[CH3:2] |f:1.2|. Procedure details: By using 375 mg of 2-(trimethylsilyl)ethyl 3-{[(5-ethoxy-5-oxopentanoyl)(pyridin-3-yl)amino]methyl}benzoate and 1.0 mL of 1.0 M TBAF (THF solution), 160 mg of 3-{[(5-ethoxy-5-oxopentanoyl)(pyridin-3-yl)amino]methyl}benzoic acid was obtained by the method similar to Preparation Example 22.